From a dataset of the Open Reaction Database (ORD), a public repository of structured organic reaction records. describe an organic reaction: reactants, conditions, products, and yield Reactants: NC(=NC#N)NC=1C=C(C(=O)OC)C=CC1 (methyl 3-[amino(cyanoiminomethyl)]aminobenzoate), [OH-].[Na+] (sodium hydroxide). The solvent is O (water). Yields the product 1.26, O.NC(=NC#N)NC=1C=C(C(=O)O)C=CC1 (3-[Amino(cyanoimino)methyl]aminobenzoic acid hydrate). The yield is 18.0%. RXN SMILES: [NH2:1][C:2]([NH:6][C:7]1[CH:8]=[C:9]([CH:14]=[CH:15][CH:16]=1)[C:10]([O:12]C)=[O:11])=[N:3][C:4]#[N:5].[OH-].[Na+]>O>[OH2:11].[NH2:1][C:2]([NH:6][C:7]1[CH:8]=[C:9]([CH:14]=[CH:15][CH:16]=1)[C:10]([OH:12])=[O:11])=[N:3][C:4]#[N:5] |f:1.2,4.5|. Procedure details: To a suspension of methyl 3-[amino(cyanoiminomethyl)]aminobenzoate (7.3 g, 33.47 mmol) in 20 mL of deionized water was added 1N sodium hydroxide (34 mL, aqueous) and the mixture heated at reflux for 2 h. The resulting mixture was filtered and the filtrate neutralized with 6N HCl. The turbid solution was filtered and the clear filtrate further acidified using 6N HCl to pH 4.0-4.5. The white solid was separated through filtration, washed with 30 mL of water, dried in air followed by drying in a pi... The reactants are COC(=O)c1ccc(C(=O)OC)c(Br)c1, CO, [Na+], [OH-], O. Product: COC(=O)c1ccc(C(=O)O)cc1Br. As a reaction SMILES: [Br:1][c:2]1[c:3]([C:4](=[O:5])[O:6][CH3:7])[cH:8][cH:9][c:10]([C:12](=[O:13])[O:14][CH3:15])[cH:11]1.[CH3:19][OH:20].[Na+:17].[OH-:16].[OH2:18]>>[Br:1][c:2]1[c:3]([C:4](=[O:5])[O:6][CH3:7])[cH:8][cH:9][c:10]([C:12](=[O:13])[OH:14])[cH:11]1. Reactants: CC(=O)OC(C)=O, CC1(C)C=Cc2ccc([N+](=O)[O-])cc2O1, CC(=O)O, [Fe]. Yields the product CC(=O)Nc1ccc2c(c1)OC(C)(C)C=C2. Reaction SMILES: [CH3:16][C:17](=[O:18])[O:19][C:20](=[O:21])[CH3:22].[CH3:1][C:2]1([CH3:15])[CH:3]=[CH:4][c:5]2[c:6]([cH:8][c:9]([N+:12]([O-:13])=[O:14])[cH:10][cH:11]2)[O:7]1.[CH3:24][C:25](=[O:26])[OH:27].[Fe:23]>>[CH3:1][C:2]1([CH3:15])[CH:3]=[CH:4][c:5]2[c:6]([cH:8][c:9]([NH:12][C:17]([CH3:16])=[O:18])[cH:10][cH:11]2)[O:7]1. Starting materials: O=[N+]([O-])c1ccc(CCBr)cc1, O=C([O-])[O-], CC1=NC(c2ccccc2)(c2ccccc2)C(=O)N1, CC(C)=O, [K+], [K+]. Product: CC1=NC(c2ccccc2)(c2ccccc2)C(=O)N1CCc1ccc([N+](=O)[O-])cc1. As a reaction SMILES: [Br:20][CH2:21][CH2:22][c:23]1[cH:24][cH:25][c:26]([N+:29](=[O:30])[O-:31])[cH:27][cH:28]1.[C:32](=[O:33])([O-:34])[O-:35].[CH3:1][C:2]1=[N:3][C:4]([c:8]2[cH:9][cH:10][cH:11][cH:12][cH:13]2)([c:14]2[cH:15][cH:16][cH:17][cH:18][cH:19]2)[C:5](=[O:7])[NH:6]1.[CH3:38][C:39](=[O:40])[CH3:41].[K+:36].[K+:37]>>[CH3:1][C:2]1=[N:3][C:4]([c:8]2[cH:9][cH:10][cH:11][cH:12][cH:13]2)([c:14]2[cH:15][cH:16][cH:17][cH:18][cH:19]2)[C:5](=[O:7])[N:6]1[CH2:21][CH2:22][c:23]1[cH:24][cH:25][c:26]([N+:29](=[O:30])[O-:31])[cH:27][cH:28]1.